From a dataset of the Open Reaction Database (ORD), a public repository of structured organic reaction records. describe an organic reaction: reactants, conditions, products, and yield RXN SMILES: [H-].[Na+].[CH:3]1([SH:9])[CH2:8][CH2:7][CH2:6][CH2:5][CH2:4]1.[CH3:10][N:11]1C(=O)N(C)CC[CH2:12]1.[CH:19]1[C:23]2=[CH:24][N:25]=[C:26]3[CH:32]=[CH:31][CH:30]=[CH:29][C:27]3=[CH:28][N:22]2[CH2:21][CH:20]=1.[O:33]1[CH2:37][CH2:36][CH2:35][CH2:34]1>>[CH:3]1([S:9][C:10]2[N:11]=[CH:12][C:36]([C:37]([N:25]3[C:26]4[CH:32]=[CH:31][CH:30]=[CH:29][C:27]=4[CH2:28][N:22]4[CH:21]=[CH:20][CH:19]=[C:23]4[CH2:24]3)=[O:33])=[CH:35][CH:34]=2)[CH2:8][CH2:7][CH2:6][CH2:5][CH2:4]1 |f:0.1|. The reactants are C1=CCN2C1=CN=C1C(=C2)C=CC=C1 (pyrrolo[2,1-c][1,4]benzodiazepine), O1CCCC1 (tetrahydrofuran), [H-].[Na+] (sodium hydride), O1CCCC1 (tetrahydrofuran), CN1CCCN(C1=O)C (N,N'-dimethylpropyleneurea), C1(CCCCC1)S (cyclohexylmercaptan). Conditions: time 0.5 hour. Product: C1(CCCCC1)SC1=CC=C(C=N1)C(=O)N1CC=2N(CC3=C1C=CC=C3)C=CC2 (10,11-Dihydro-10-[[6-(cyclohexylthio)-3-pyridinyl]carbonyl]-5H-pyrrolo-[2,1-c][1,4]benzodiazepine). Reported procedure: To a suspension of 35 mg of sodium hydride (60% in oil) in 3 ml of tetrahydrofuran is added under argon 0.10 g of cyclohexylmercaptan. A white precipitate forms and after 0.5 hour at room temperature, 1 ml of N,N'-dimethylpropyleneurea is added. To the mixture is added 0.13 g of 10-[(6-chloro-3-pyridinyl)carbonyl]-10,11-dihydro-5[-pyrrolo[2,1-c][1,4]benzodiazepine in 2 ml of tetrahydrofuran. The mixture is stirred at room temperature for 18 hours, quenched with water and ammonium chloride and co... Reactants: C(C1=CC=CC=C1)OC(C(CCC(=O)OCC1=CC=CC=C1)NC(CC[Si](C)(C)CCC1=C2C(=NC=3C4=CC5=C(C(N4CC13)=O)COC(C5(O)CC)=O)C=CC=C2)=O)=O (2-(3-{[2-(4-Ethyl-4-hydroxy-3,13-dioxo-3,4,12,13-tetrahydro-1H-2-oxa-6,12a-diaza-dibenzo[b,h]fluoren-11-yl)-ethyl]-dimethyl-silanyl}-propionylamino)-pentanedioic acid dibenzyl ester). Reagents/catalysts: [Pd] (palladium on charcoal). The solvent is C(OC)COC (dimethoxyethane), C(C)O (ethanol). Reaction conditions: time 16 hour. Yields the product C(C)C1(C(OCC2=C1C=C1C=3N=C4C(=C(C3CN1C2=O)CC[Si](CCC(=O)NC(C(=O)O)CCC(=O)O)(C)C)C=CC=C4)=O)O (2-(3-{[2-(4-Ethyl-4-hydroxy-3,13-dioxo-3,4,12,13-tetrahydro-1H-2-oxa-6,12a-diaza-dibenzo[b,h]fluoren-11-yl)-ethyl]-dimethyl-silanyl}-propionylamino)-pentanedioic acid). RXN SMILES: C([O:8][C:9](=[O:59])[CH:10]([NH:23][C:24](=[O:58])[CH2:25][CH2:26][Si:27]([CH2:30][CH2:31][C:32]1[C:44]2[CH2:43][N:42]3[C:37](=[CH:38][C:39]4[C:49]([CH2:51][CH3:52])([OH:50])[C:48](=[O:53])[O:47][CH2:46][C:40]=4[C:41]3=[O:45])[C:36]=2[N:35]=[C:34]2[CH:54]=[CH:55][CH:56]=[CH:57][C:33]=12)([CH3:29])[CH3:28])[CH2:11][CH2:12][C:13]([O:15]CC1C=CC=CC=1)=[O:14])C1C=CC=CC=1>C(COC)OC.C(O)C.[Pd]>[CH2:51]([C:49]1([OH:50])[C:39]2[CH:38]=[C:37]3[N:42]([C:41](=[O:45])[C:40]=2[CH2:46][O:47][C:48]1=[O:53])[CH2:43][C:44]1[C:32]([CH2:31][CH2:30][Si:27]([CH3:29])([CH3:28])[CH2:26][CH2:25][C:24]([NH:23][CH:10]([CH2:11][CH2:12][C:13]([OH:15])=[O:14])[C:9]([OH:59])=[O:8])=[O:58])=[C:33]2[CH:57]=[CH:56][CH:55]=[CH:54][C:34]2=[N:35][C:36]3=1)[CH3:52]. Procedure: To a solution of Compound 49 (25 mg) in dimethoxyethane (1 ml) and ethanol (1 ml) was added 10% palladium on charcoal (10 mg). The mixture was stirred under hydrogen balloon pressure for 16 hours at room temperature. The resulted mixture was filtrated through Celite and the solvents were removed by rotary evaporation. The residue was purified by prepared TLC plate, eluting with methanol/dichloromethane (50/50), to afford Compound 50 as a yellow solid. Starting materials: C1(=CC=CC=C1)[C@H](C(=O)O)N1CCCCC1 ((R)-2-Phenyl-2-(piperidin-1-yl)acetic acid), N1C(=NC=C1)[C@H]1N(CCC1)C(=O)OC(C)(C)C ((S)-tert-Butyl 2-(1H-imidazol-2-yl)pyrrolidine-1-carboxylate). Yields the product C(C)O.CCCCCCC (ethanol heptane). Reaction SMILES: [C:1]1([C@@H:7](N2CCCCC2)[C:8](O)=[O:9])C=[CH:5][CH:4]=[CH:3][CH:2]=1.N1C=CN=C1[C@@H]1CCCN1C(OC(C)(C)C)=O>>[CH2:8]([OH:9])[CH3:7].[CH3:8][CH2:7][CH2:1][CH2:2][CH2:3][CH2:4][CH3:5] |f:2.3|. Procedure: Relative retention time: 3.25 min (R), 5.78 minutes (S) Reactants: BrC=1C=C(C=NC1OCC(F)(F)F)NC(=O)C=1N=NC=CC1 (pyridazine-3-carboxylic acid[5-bromo-6-(2,2,2-trifluoro-ethoxy)-pyridin-3-yl]-amide), ClC1=CC(=C(C=C1)B(O)O)F (B-(4-chloro-2-fluorophenyl)-boronic acid). Yields the product ClC1=CC(=C(C=C1)C=1C=C(C=NC1OCC(F)(F)F)NC(=O)C=1N=NC=CC1)F (N-(5-(4-chloro-2-fluorophenyl)-6-(2,2,2-trifluoroethoxy)pyridin-3-yl)pyridazine-3-carboxamide). As a reaction SMILES: Br[C:2]1[CH:3]=[C:4]([NH:14][C:15]([C:17]2[N:18]=[N:19][CH:20]=[CH:21][CH:22]=2)=[O:16])[CH:5]=[N:6][C:7]=1[O:8][CH2:9][C:10]([F:13])([F:12])[F:11].[Cl:23][C:24]1[CH:29]=[CH:28][C:27](B(O)O)=[C:26]([F:33])[CH:25]=1>>[Cl:23][C:24]1[CH:29]=[CH:28][C:27]([C:2]2[CH:3]=[C:4]([NH:14][C:15]([C:17]3[N:18]=[N:19][CH:20]=[CH:21][CH:22]=3)=[O:16])[CH:5]=[N:6][C:7]=2[O:8][CH2:9][C:10]([F:13])([F:12])[F:11])=[C:26]([F:33])[CH:25]=1. Reported procedure: The title compound was synthesized in analogy to Example 39, using pyridazine-3-carboxylic acid[5-bromo-6-(2,2,2-trifluoro-ethoxy)-pyridin-3-yl]-amide (example 62 a) and B-(4-chloro-2-fluorophenyl)-boronic acid (CAN 160591-91-3) as starting materials; LC-MS (UV peak area/ESI) 98.7%, 427.0587 (M+H)+. The solvent is CN(C=O)C (dimethylformamide). Product: ClC=1C=NC(=NC1)OC1=C(C=CC=C1)O (2-(5-Chloropyrimidin-2-yloxy)phenol). Reaction conditions: time 8 hour. As a reaction SMILES: [C:1]1([C:3](=[CH:5][CH:6]=[CH:7][CH:8]=1)[OH:4])[OH:2].C(=O)([O-])[O-].[K+].[K+].Cl[C:16]1[N:21]=[CH:20][C:19]([Cl:22])=[CH:18][N:17]=1.O>CN(C)C=O>[Cl:22][C:19]1[CH:18]=[N:17][C:16]([O:2][C:1]2[CH:8]=[CH:7][CH:6]=[CH:5][C:3]=2[OH:4])=[N:21][CH:20]=1 |f:1.2.3|. Starting materials: O (water), C=1(O)C(O)=CC=CC1 (catechol), C([O-])([O-])=O.[K+].[K+] (potassium carbonate), ClC1=NC=C(C=N1)Cl (2,5-dichloropyrimidine). Procedure details: To a mixture of 6.0 grams (0.055 mole) catechol and 7.0 grams of potassium carbonate stirring in 45 ml of dimethylformamide, 7.0 grams of 2,5-dichloropyrimidine was added and the mixture stirred at room temperature overnight followed by heating at 80° for 4 hours. Excess water was added to the reaction mixture, and the aqueous mixture extracted with 300 ml of ethyl ether. The ether extract was washed with H2O (2X), brine, dried (magnesium sulfate), filtered, and the solvent removed to yield a ye... The yield is 57.4%.